This data is from the Open Reaction Database (ORD), a public repository of structured organic reaction records. The task is: describe an organic reaction: reactants, conditions, products, and yield Reactants: ClC1=NC=C(C(=N1)Cl)F (2,4-dichloro-5-fluoropyrimidine), C(C)OC(=O)C=C1OC(=NN1)C=1C=C(N)C=CC1 (3-(2-ethoxycarbonylmethylene-1,3,4-oxadiazol-5-yl)aniline). Product: ClC1=NC=C(C(=N1)NC1=CC(=CC=C1)C1=NNC(O1)=CC(=O)OCC)F (2-chloro-N4-[3-(2-ethoxycarbonylmethylene-1,3,4-oxadiazol-5-yl)phenyl]-5-fluoro-4-pyrimidineamine). Reaction SMILES: [Cl:1][C:2]1[N:7]=[C:6](Cl)[C:5]([F:9])=[CH:4][N:3]=1.[CH2:10]([O:12][C:13]([CH:15]=[C:16]1[NH:20][N:19]=[C:18]([C:21]2[CH:22]=[C:23]([CH:25]=[CH:26][CH:27]=2)[NH2:24])[O:17]1)=[O:14])[CH3:11]>>[Cl:1][C:2]1[N:7]=[C:6]([NH:24][C:23]2[CH:25]=[CH:26][CH:27]=[C:21]([C:18]3[O:17][C:16](=[CH:15][C:13]([O:12][CH2:10][CH3:11])=[O:14])[NH:20][N:19]=3)[CH:22]=2)[C:5]([F:9])=[CH:4][N:3]=1. Reported procedure: In like manner to the preparation of 2-chloro-5-fluoro-N4-[3-(1H-tetrazol-5-yl)phenyl]-4-pyrimidineamine the reaction of 2,4-dichloro-5-fluoropyrimidine with 3-(2-ethoxycarbonylmethylene-1,3,4-oxadiazol-5-yl)aniline gave 2-chloro-N4-[3-(2-ethoxycarbonylmethylene-1,3,4-oxadiazol-5-yl)phenyl]-5-fluoro-4-pyrimidineamine. 1H NMR (CD3OD): δ 8.42 (t, 1H, J=1.8 Hz), 8.19 (d, 1H, J=3.3 Hz), 7.99 (dt, 1H, J=1.2 and 8.1 Hz), 7.82 (dt, 1H, J=1.2 and 8.1 Hz), 7.58 (t, 1H, J=9 Hz), 4.24 (q, 2H, J=3.9 Hz), 4.... The reactants are C(C1=CC=CC=C1)Cl (benzyl chloride), C1(=CC=CC=C1)C(NCCN)C1=CC=CC=C1 (N-diphenylmethyl-ethylenediamine). Run in C(C)#N (acetonitrile), C(C)#N (acetonitrile). The product is C(C1=CC=CC=C1)N(CCNC(C1=CC=CC=C1)C1=CC=CC=C1)CC1=CC=CC=C1 (N,N-dibenzyl-N'-diphenylmethyl-ethylenediamine). As a reaction SMILES: [CH2:1](Cl)[C:2]1[CH:7]=[CH:6][CH:5]=[CH:4][CH:3]=1.[C:9]1([CH:15]([C:20]2[CH:25]=[CH:24][CH:23]=[CH:22][CH:21]=2)[NH:16][CH2:17][CH2:18][NH2:19])[CH:14]=[CH:13][CH:12]=[CH:11][CH:10]=1>C(#N)C>[CH2:1]([N:19]([CH2:1][C:2]1[CH:7]=[CH:6][CH:5]=[CH:4][CH:3]=1)[CH2:18][CH2:17][NH:16][CH:15]([C:20]1[CH:25]=[CH:24][CH:23]=[CH:22][CH:21]=1)[C:9]1[CH:10]=[CH:11][CH:12]=[CH:13][CH:14]=1)[C:2]1[CH:7]=[CH:6][CH:5]=[CH:4][CH:3]=1. Procedure: A solution of 2.9 g of benzyl chloride in 25 ml of acetonitrile is added to 5.6 g of N-diphenylmethyl-ethylenediamine in 30 ml of boiling acetonitrile. The mixture is heated under reflux for 12 hours, concentrated and partitioned between diethyl ether and 10% sodium hydroxide solution. The organic phases are dried over sodium sulphate and concentrated by evaporation. The residue can be recrystallised from methanol or diisopropyl ether. N,N-dibenzyl-N'-diphenylmethyl-ethylenediamine having a melt... The reactants are Cc1cccc(CBr)n1, [H-], O=c1c(I)c[nH]c2ccccc12, [Na+], CN(C)C=O. Yields the product Cc1cccc(Cn2cc(I)c(=O)c3ccccc32)n1. As a reaction SMILES: [Br:15][CH2:16][c:17]1[n:18][c:19]([CH3:23])[cH:20][cH:21][cH:22]1.[H-:14].[I:1][c:2]1[cH:3][nH:4][c:5]2[cH:6][cH:7][cH:8][cH:9][c:10]2[c:11]1=[O:12].[Na+:13].[O:24]=[CH:25][N:26]([CH3:27])[CH3:28]>>[I:1][c:2]1[cH:3][n:4]([CH2:16][c:17]2[n:18][c:19]([CH3:23])[cH:20][cH:21][cH:22]2)[c:5]2[cH:6][cH:7][cH:8][cH:9][c:10]2[c:11]1=[O:12]. Reactants: CC/1(CN(C\C1=N/OC)C(=O)OCC1=CC=CC=C1)C (phenylmethyl (4Z)-3,3-dimethyl-4-[(methyloxy)imino]-1-pyrrolidinecarboxylate), B.C1CCOC1 (borane THF). Run in C1CCOC1 (THF). Run at temperature 50 celsius, time 2 hour. Product: NC1C(CN(C1)C(=O)OCC1=CC=CC=C1)(C)C (racemic phenylmethyl 4-amino-3,3-dimethyl-1-pyrrolidinecarboxylate). The yield is 92.1%. Reaction SMILES: [CH3:1][C:2]1([CH3:20])[CH2:3][N:4]([C:10]([O:12][CH2:13][C:14]2[CH:19]=[CH:18][CH:17]=[CH:16][CH:15]=2)=[O:11])[CH2:5]/[C:6]/1=[N:7]\OC.B.C1COCC1>C1COCC1>[NH2:7][CH:6]1[CH2:5][N:4]([C:10]([O:12][CH2:13][C:14]2[CH:19]=[CH:18][CH:17]=[CH:16][CH:15]=2)=[O:11])[CH2:3][C:2]1([CH3:20])[CH3:1] |f:1.2|. Procedure details: To a solution of phenylmethyl (4Z)-3,3-dimethyl-4-[(methyloxy)imino]-1-pyrrolidinecarboxylate (0.7126 g, 2.579 mmol) in THF (26 mL) was added borane-THF complex (1.0 M in THF, 5.2 mL, 5.2 mmol). The solution was heated at 50° C. and stirred for 2 h. The solution was then cooled to room temperature and quenched by addition of 6 N aq. NaOH (2 mL). The mixture was diluted with brine and extracted with Et2O (3×100 mL). The combined organic phase was dried over anhydrous MgSO4, filtered, and concentr... Reactants: C(C1=CC=CC=C1)=O (benzaldehyde), solution, C(CCC)[Li] (n-butyllithium), CCCCCC (hexane), CN(P(=O)(N(C)C)N(C)C)C (Hexamethylphosphoramide), O1CCCC1 (tetrahydrofuran), compound, O1CCCC1 (tetrahydrofuran). Run at temperature -78 celsius, time 30 minute. Product: C1(=CC=CC=C1)\C=C/CCCCCCC1=C(C(=O)O)C=CC=C1 (2-(8-Phenyl-7(Z)-octenyl)benzoic acid). As a reaction SMILES: [CH2:1]([Li])[CH2:2][CH2:3][CH3:4].[CH3:6][CH2:7][CH2:8][CH2:9][CH2:10][CH3:11].CN(C)P(N(C)C)(N(C)C)=[O:15].[CH:23](=[O:30])[C:24]1[CH:29]=[CH:28][CH:27]=[CH:26][CH:25]=1.O1[CH2:35][CH2:34][CH2:33][CH2:32]1>>[C:8]1(/[CH:4]=[CH:3]\[CH2:2][CH2:1][CH2:32][CH2:33][CH2:34][CH2:35][C:25]2[CH:26]=[CH:27][CH:28]=[CH:29][C:24]=2[C:23]([OH:15])=[O:30])[CH:7]=[CH:6][CH:11]=[CH:10][CH:9]=1. Reported procedure: A mixture of the compound of Example 17(a) (1.4 g, 4.5 mmoles) and tetrahydrofuran (15 ml) under argon was cooled to -78° C. with a dry ice acetone bath. A 2.6 M solution of n-butyllithium in hexane (3.55 ml, 9 mmoles) was added dropwise. The resulting red-orange solution was stirred at -78° C. for 30 minutes. Hexamethylphosphoramide (5.5 ml) was added in one portion followed by benzaldehyde (0.41 ml, 4 mmoles) in tetrahydrofuran (5 ml). The reaction mixture was stirred under argon for 30 minute... The reactants are NN=CNC1=CC=C(C(=O)NC=2C=CC3=C(CCC(O3)CC(=O)OCC)C2)C=C1 (Ethyl rac-(6-(N-(4-((Aminoiminomethyl)amino)benzoyl)amino)-3,4-dihydro-2H-1-benzopyran-2-yl)acetate), [OH-].[Na+] (sodium hydroxide). The solvent is C(C)O (ethanol). Reaction conditions: time 2 day. The product is NN=CNC1=CC=C(C(=O)NC=2C=CC3=C(CCC(O3)CC(=O)O)C2)C=C1 (rac-(6-(N-(4-((Aminoiminomethyl)amino)benzoyl)amino)-3,4-dihydro-2H-1-benzopyran-2-yl)acetic Acid). As a reaction SMILES: [NH2:1][N:2]=[CH:3][NH:4][C:5]1[CH:29]=[CH:28][C:8]([C:9]([NH:11][C:12]2[CH:13]=[CH:14][C:15]3[O:20][CH:19]([CH2:21][C:22]([O:24]CC)=[O:23])[CH2:18][CH2:17][C:16]=3[CH:27]=2)=[O:10])=[CH:7][CH:6]=1.[OH-].[Na+]>C(O)C>[NH2:1][N:2]=[CH:3][NH:4][C:5]1[CH:29]=[CH:28][C:8]([C:9]([NH:11][C:12]2[CH:13]=[CH:14][C:15]3[O:20][CH:19]([CH2:21][C:22]([OH:24])=[O:23])[CH2:18][CH2:17][C:16]=3[CH:27]=2)=[O:10])=[CH:7][CH:6]=1 |f:1.2|. Reported procedure: 0.08 g (0.2 mmol) of the ester from Example 64 were dissolved in 30 ml ethanol followed by addition of 0.4 ml aqueous 2 N sodium hydroxide solution. The mixture was stirred at room temperature for two days, and the mixture was concentrated to dryness under reduced pressure. The residue was dissolved in water, and the solution was neutralized with acetic acid, while the title acid precipitated. It was filtered with suction, washed with water, and dried in vacuo. Yield: 0.045 g (61%) of a beige cr...